Dataset: the Open Reaction Database (ORD), a public repository of structured organic reaction records. Task: describe an organic reaction: reactants, conditions, products, and yield The reactants are NC[C@]12[C@@H]([C@H]3CC[C@@H]4[C@]5(CC=C(C([C@@H]5CC[C@]4([C@@]3(CC1)C)C)(C)C)C1=CC=C(C(=O)OC(C)(C)C)C=C1)C)[C@@H](CC2)C(=C)C (tert-butyl 4-((1R,3aS,5aR,5bR,7aR,11aS,11bR,13aR,13bR)-3a-(aminomethyl)-5a,5b,8,8,11a-pentamethyl-1-(prop-1-en-2-yl)-2,3,3a,4,5,5a,5b,6,7,7a,8,11,11a,11b,12,13,13a,13b-octadecahydro-1H-cyclopenta[a]chrysen-9-yl)benzoate), ClS(=O)(=O)C1=CC=C(C(=O)O)C=C1 (4-(chlorosulfonyl)benzoic acid), CCN(C(C)C)C(C)C (DIPEA). The solvent is C(Cl)Cl (DCM), C(=O)(O)[O-].[Na+] (NaHCO3). Conditions: time 48 hour. The product is C(C)(C)(C)OC(=O)C1=CC=C(C=C1)C=1C([C@@H]2CC[C@]3([C@@]4(CC[C@@]5([C@@H]([C@H]4CC[C@@H]3[C@]2(CC1)C)[C@@H](CC5)C(=C)C)CNS(=O)(=O)C5=CC=C(C(=O)O)C=C5)C)C)(C)C (4-(N—(((1R,3aS,5aR,5bR,7aR,11aS,11bR,13aR,13bR)-9-(4-(tert-butoxycarbonyl)phenyl)-5a,5b,8,8,11a-pentamethyl-1-(prop-1-en-2-yl)-2,3,3a,4,5,5a,5b,6,7,7a,8,11,11a,11b,12,13,13a,13b-octadecahydro-1H-cyclopenta[a]chrysen-3a-yl)methyl)sulfamoyl)benzoic acid). As a reaction SMILES: [NH2:1][CH2:2][C@:3]12[CH2:41][CH2:40][C@@H:39]([C:42]([CH3:44])=[CH2:43])[C@@H:4]1[C@@H:5]1[C@@:18]([CH3:21])([CH2:19][CH2:20]2)[C@@:17]2([CH3:22])[C@@H:8]([C@:9]3([CH3:38])[C@@H:14]([CH2:15][CH2:16]2)[C:13]([CH3:24])([CH3:23])[C:12]([C:25]2[CH:37]=[CH:36][C:28]([C:29]([O:31][C:32]([CH3:35])([CH3:34])[CH3:33])=[O:30])=[CH:27][CH:26]=2)=[CH:11][CH2:10]3)[CH2:7][CH2:6]1.Cl[S:46]([C:49]1[CH:57]=[CH:56][C:52]([C:53]([OH:55])=[O:54])=[CH:51][CH:50]=1)(=[O:48])=[O:47].CCN(C(C)C)C(C)C>C(Cl)Cl.C([O-])(O)=O.[Na+]>[C:32]([O:31][C:29]([C:28]1[CH:36]=[CH:37][C:25]([C:12]2[C:13]([CH3:24])([CH3:23])[C@H:14]3[C@:9]([CH3:38])([CH2:10][CH:11]=2)[C@@H:8]2[C@:17]([CH3:22])([C@@:18]4([CH3:21])[C@H:5]([CH2:6][CH2:7]2)[C@H:4]2[C@H:39]([C:42]([CH3:44])=[CH2:43])[CH2:40][CH2:41][C@:3]2([CH2:2][NH:1][S:46]([C:49]2[CH:50]=[CH:51][C:52]([C:53]([OH:55])=[O:54])=[CH:56][CH:57]=2)(=[O:48])=[O:47])[CH2:20][CH2:19]4)[CH2:16][CH2:15]3)=[CH:26][CH:27]=1)=[O:30])([CH3:33])([CH3:34])[CH3:35] |f:4.5|. Reported procedure: To a solution of tert-butyl 4-((1R,3aS,5aR,5bR,7aR,11aS,11bR,13aR,13bR)-3a-(aminomethyl)-5a,5b,8,8,11a-pentamethyl-1-(prop-1-en-2-yl)-2,3,3a,4,5,5a,5b,6,7,7a,8,11,11a,11b,12,13,13a,13b-octadecahydro-1H-cyclopenta[a]chrysen-9-yl)benzoate (25 mg, 0.042 mmol) in DCM (2 ml) was added 4-(chlorosulfonyl)benzoic acid (9.19 mg, 0.042 mmol) and DIPEA (7.28 μl, 0.042 mmol). The resulting mixture was stirred for 48 h at rt. The mixture was diluted with 7 ml of sat. NaHCO3 and was extracted with dichloromet... Starting materials: C(#N)C1=CC=C(C=C1)SCC(=O)OCCOCC (2-ethoxyethyl 2-(4-cyanophenylthio)acetate), [Al](Br)(Br)Br (AlBr3), ClC(C#N)(Cl)Cl (trichloroacetonitrile), Cl (HCl). Yields the product ClC(C1=NC(=NC(=N1)C(Cl)(Cl)Cl)C1=CC=C(C=C1)SCC(=O)OCCOCC)(Cl)Cl (2-ethoxyethyl 2-{4-[2,4-bis(trichloromethyl)-s-triazine-6-yl]phenyl thio}acetate). RXN SMILES: [C:1]([C:3]1[CH:8]=[CH:7][C:6]([S:9][CH2:10][C:11]([O:13][CH2:14][CH2:15][O:16][CH2:17][CH3:18])=[O:12])=[CH:5][CH:4]=1)#[N:2].[Al](Br)(Br)Br.[Cl:23][C:24]([Cl:28])([Cl:27])[C:25]#[N:26].[ClH:29]>>[Cl:23][C:24]([Cl:28])([Cl:27])[C:25]1[N:26]=[C:25]([C:24]([Cl:27])([Cl:23])[Cl:29])[N:26]=[C:1]([C:3]2[CH:4]=[CH:5][C:6]([S:9][CH2:10][C:11]([O:13][CH2:14][CH2:15][O:16][CH2:17][CH3:18])=[O:12])=[CH:7][CH:8]=2)[N:2]=1. Procedure: The mixed solution of 10 g of 2-ethoxyethyl 2-(4-cyanophenylthio)acetate (37.7 mmol), 0.8 g of AlBr3, and 50 g of trichloroacetonitrile was bubbled with dry HCl at room temperature. The reactants are O (water), C(C)OC(=O)C=1C(C=2C=C3C(=NC2N(C1)C)C=C(C(=C3)F)F)=O (3-ethoxycarbonyl-7,8-difluoro-1-methyl-4-oxo-1,4-dihydrobenzo[b][1,8]naphthyridine), O1C(=CC=C1)C1NCCNC1 ((RS)-2-(2-furyl)piperazine), C([O-])([O-])=O.[Na+].[Na+] (sodium carbonate). The solvent is CS(=O)C (dimethyl sulphoxide), C(C)O (ethanol). Run at temperature 95 celsius. Yields the product C(C)OC(=O)C=1C(C=2C=C3C(=NC2N(C1)C)C=C(C(=C3)F)N3CC(NCC3)C=3OC=CC3)=O ((RS)-3-Ethoxycarbonyl-7-fluoro-8-[3-(2-furyl)-1-piperazinyl]-1-methyl-4-oxo-1,4-dihydrobenzo[b][1,8]naphthyridine). Yield: 95.7%. As a reaction SMILES: [CH2:1]([O:3][C:4]([C:6]1[C:7](=[O:23])[C:8]2[CH:9]=[C:10]3[CH:20]=[C:19]([F:21])[C:18](F)=[CH:17][C:11]3=[N:12][C:13]=2[N:14]([CH3:16])[CH:15]=1)=[O:5])[CH3:2].[O:24]1[CH:28]=[CH:27][CH:26]=[C:25]1[CH:29]1[CH2:34][NH:33][CH2:32][CH2:31][NH:30]1.C(=O)([O-])[O-].[Na+].[Na+].O>CS(C)=O.C(O)C>[CH2:1]([O:3][C:4]([C:6]1[C:7](=[O:23])[C:8]2[CH:9]=[C:10]3[CH:20]=[C:19]([F:21])[C:18]([N:33]4[CH2:32][CH2:31][NH:30][CH:29]([C:25]5[O:24][CH:28]=[CH:27][CH:26]=5)[CH2:34]4)=[CH:17][C:11]3=[N:12][C:13]=2[N:14]([CH3:16])[CH:15]=1)=[O:5])[CH3:2] |f:2.3.4|. Procedure: A suspension of 3-ethoxycarbonyl-7,8-difluoro-1-methyl-4-oxo-1,4-dihydrobenzo[b][1,8]naphthyridine (0.96 g), (RS)-2-(2-furyl)piperazine (0.6 g) and sodium carbonate (0.38 g) in dimethyl sulphoxide (20 cc) is heated to approximately 95° C. for 5 hours and a half. After cooling to approximately 20° C., the mixture is poured into water (50 cc) at a temperature in the region of 5° C. and extracted with dichloromethane (3×100 cc). The combined organic extracts are washed with water (3×50 cc), dried o... The reactants are C(C)(=O)N1C(CC2=CC=CC=C12)=O (1-acetyl-2-indolinone), C(#N)C=1C=C(C(=O)O)C=CC1 (3-cyano-benzoic acid), CN(C)C(=[N+](C)C)ON1C2=C(C=CC=C2)N=N1.[B-](F)(F)(F)F (TBTU), C=1C=CC2=C(C1)N=NN2O (HOBT). Solvent: CN(C)C=O (DMF). Yields the product C(C)(=O)N1C(C(C2=CC=CC=C12)=C(C1=CC(=CC=C1)C#N)O)=O (1-acetyl-3-[1-hydroxy-1-(3-cyano-phenyl)methylidene]-2-indolinone). As a reaction SMILES: [C:1]([N:4]1[C:12]2[C:7](=[CH:8][CH:9]=[CH:10][CH:11]=2)[CH2:6][C:5]1=[O:13])(=[O:3])[CH3:2].[C:14]([C:16]1[CH:17]=[C:18]([CH:22]=[CH:23][CH:24]=1)[C:19](O)=[O:20])#[N:15].CN(C(ON1N=NC2C=CC=CC1=2)=[N+](C)C)C.[B-](F)(F)(F)F.C1C=CC2N(O)N=NC=2C=1>CN(C=O)C>[C:1]([N:4]1[C:12]2[C:7](=[CH:8][CH:9]=[CH:10][CH:11]=2)[C:6](=[C:19]([OH:20])[C:18]2[CH:22]=[CH:23][CH:24]=[C:16]([C:14]#[N:15])[CH:17]=2)[C:5]1=[O:13])(=[O:3])[CH3:2] |f:2.3|. Procedure: Prepared from 1-acetyl-2-indolinone and 3-cyano-benzoic acid in dry DMF in the presence of TBTU, HOBT and Huinig's base (35° C., for 2 hours) and final purification by column chromatography on silica gel with CH2Cl2 /MeOH (10:1) as eluant. Starting materials: C1=C(C=CC=2OC3=C(C21)CCCCC3)N (7,8,9,10-tetrahydro-6H-benzo[b]-cyclohepta[d]furan-2-ylamine), CC(C(=O)Cl)(C)C (trimethylacetyl chloride). Solvent: N1=CC=CC=C1 (pyridine). Product: CC(C(=O)NC=1C=CC2=C(C=3CCCCCC3O2)C1)(C)C (2,2-dimethyl-N-(6,7,8,9-tetrahydro-5H-10-oxa-benzo[a]azulen-3-yl)-propionamide). Yield: 84.1%. As a reaction SMILES: [CH:1]1[C:9]2[C:8]3[CH2:10][CH2:11][CH2:12][CH2:13][CH2:14][C:7]=3[O:6][C:5]=2[CH:4]=[CH:3][C:2]=1[NH2:15].[CH3:16][C:17]([CH3:22])([CH3:21])[C:18](Cl)=[O:19]>N1C=CC=CC=1>[CH3:16][C:17]([CH3:22])([CH3:21])[C:18]([NH:15][C:2]1[CH:3]=[CH:4][C:5]2[O:6][C:7]3[CH2:14][CH2:13][CH2:12][CH2:11][CH2:10][C:8]=3[C:9]=2[CH:1]=1)=[O:19]. Procedure: Following the procedure of Example 1, 7,8,9,10-tetrahydro-6H-benzo[b]-cyclohepta[d]furan-2-ylamine (1.0 g, 5.0 mmol) and trimethylacetyl chloride (0.68 mL, 5.5 mmol) in pyridine (10 mL) provided 2,2-dimethyl-N-(6,7,8,9-tetrahydro-5H-10-oxa-benzo[a]azulen-3-yl)-propionamide (1.2 g). Mp 208-209° C.; Anal. Calcd. for C18H23NO2: C, 75.76; H, 8.12; N, 4.91; Found: C, 76.06; H, 8.03; N, 4.94. Starting materials: [Mg] (magnesium), CC(C(=O)NC=1N=NC(=CC1)C)(C)C (2,2-dimethyl-N-(6-methyl-pyridazine-3-yl)-propionamide), BrC(CC)CC (3-bromopentane), II (iodine), BrCCCCC (bromopentane), [Mg] (magnesium), C(=O)([O-])C(O)C(O)C(=O)[O-].[Na+].[Na+] (sodium tartrate). The solvent is C(C)(=O)OCC (ethyl acetate), C(C)OCC (diethyl ether), O1CCCC1 (tetrahydrofuran). Yields the product C(C)C(CC)C1=C(N=NC(=C1)C)NC(C(C)(C)C)=O (N-[4-(1-Ethyl-propyl)-6-methyl-pyridazin-3-yl]-2,2-dimethyl-propionamide). The yield is 41454.5%. As a reaction SMILES: [Mg].Br[CH:3]([CH2:6][CH3:7])[CH2:4][CH3:5].BrCCCCC.[CH3:14][C:15]([CH3:27])([CH3:26])[C:16]([NH:18][C:19]1[N:20]=[N:21][C:22]([CH3:25])=[CH:23][CH:24]=1)=[O:17].C(C(C(C([O-])=O)O)O)([O-])=O.[Na+].[Na+].II>C(OCC)C.O1CCCC1.C(OCC)(=O)C>[CH2:4]([CH:3]([C:24]1[CH:23]=[C:22]([CH3:25])[N:21]=[N:20][C:19]=1[NH:18][C:16](=[O:17])[C:15]([CH3:26])([CH3:14])[CH3:27])[CH2:6][CH3:7])[CH3:5] |f:4.5.6|. Procedure: To a dry 3 L flask fitted with a condensor and drop funnel is added 19.2 g (0.792 moles) of activated magnesium powder. Heat gun dry the entire apparatus under vacuum, allow to cool, add enough ether to cover the magnesium. To the addition funnel is added 100 g (0.662 mmol) of 3-bromopentane in 175 ml of diethyl ether. Add ⅓ of the bromopentane solution to the magnesium and stir under nitrogen until bubbling occurs, then drip in the rest at such a rate so that the bubbling continues gently. Stir... Starting materials: C(C=C)(=O)OCC (Ethyl acrylate), C(C)(C)N(CC)C(C)C (diisopropylethylamine), CC1=C(C=CC=C1)P(C2=C(C=CC=C2)C)C3=C(C=CC=C3)C (P(o-tolyl)3), BrC=1C=C2CC3(CCN(CC3)C(=O)OC(C)(C)C)C(NC2=NC1)=O (tert-butyl 6-bromo-2-oxo-2,4-dihydro-1H-spiro[[1,8]naphthyridine-3,4′-piperidine]-1′-carboxylate). Reagents/catalysts: C(C)(=O)[O-].[Pd+2].C(C)(=O)[O-] (palladium acetate). Run in C(CC)#N (propionitrile), CN(C=O)C (dimethylformamide). The product is C(C)OC(/C=C/C=1C=C2CC3(CCN(CC3)C(=O)OC(C)(C)C)C(NC2=NC1)=O)=O ((E)-tert-Butyl 6-(3-ethoxy-3-oxoprop-1-enyl)-2-oxo-2,4-dihydro-1H-spiro[[1,8]naphthyridine-3,4′-piperidine]-1′-carboxylate), solid. The yield is 70.0%. As a reaction SMILES: [C:1]([O:5][CH2:6][CH3:7])(=[O:4])[CH:2]=[CH2:3].C(N(C(C)C)CC)(C)C.CC1C=CC=CC=1P(C1C=CC=CC=1C)C1C=CC=CC=1C.Br[C:40]1[CH:41]=[C:42]2[C:59](=[N:60][CH:61]=1)[NH:58][C:57](=[O:62])[C:44]1([CH2:49][CH2:48][N:47]([C:50]([O:52][C:53]([CH3:56])([CH3:55])[CH3:54])=[O:51])[CH2:46][CH2:45]1)[CH2:43]2>C(#N)CC.CN(C)C=O.C([O-])(=O)C.[Pd+2].C([O-])(=O)C>[CH2:6]([O:5][C:1](=[O:4])/[CH:2]=[CH:3]/[C:40]1[CH:41]=[C:42]2[C:59](=[N:60][CH:61]=1)[NH:58][C:57](=[O:62])[C:44]1([CH2:49][CH2:48][N:47]([C:50]([O:52][C:53]([CH3:54])([CH3:55])[CH3:56])=[O:51])[CH2:46][CH2:45]1)[CH2:43]2)[CH3:7] |f:6.7.8|. Procedure: Ethyl acrylate (2.3 mL, 21.2 mmol), diisopropylethylamine (3.7 mL, 21.2 mmol) and P(o-tolyl)3 (323 mg, 1.06 mmol) were successively added to a suspension of tert-butyl 6-bromo-2-oxo-2,4-dihydro-1H-spiro[[1,8]naphthyridine-3,4′-piperidine]-1′-carboxylate (2.10 g, 5.3 mmol) in propionitrile (20 mL) and dimethylformamide (5 mL) in a sealed tube. The resulting mixture was then purged with argon prior to the addition of palladium acetate (120 mg, 0.53 mmol). The mixture was purged with argon again an... Solvent: O (water). The reactants are gallium oxide silica, [Sn](Cl)(Cl)(Cl)Cl (tin chloride), [Na] (sodium), phase B, [OH-].[K+] (potassium hydroxide), [O-2].[Ga+3].[O-2].[O-2].[Ga+3] (gallium oxide), FC(C(F)(F)[*:1])(F)[*:2] (polytetrafluoroethylene). Yields the product O.O.O.O.O.[Sn](Cl)(Cl)(Cl)Cl (tin (IV) chloride pentahydrate). As a reaction SMILES: [Na].[OH-:2].[K+].[O-2].[Ga+3].[O-2].[O-2].[Ga+3].[Sn:9]([Cl:13])([Cl:12])([Cl:11])[Cl:10]>O>[OH2:2].[OH2:2].[OH2:2].[OH2:2].[OH2:2].[Sn:9]([Cl:13])([Cl:12])([Cl:11])[Cl:10] |f:1.2,3.4.5.6.7,10.11.12.13.14.15,^1:0|. Procedure details: A tin (IV) chloride pentahydrate (Aldrich) solution was prepared by addition of the solid to distilled water. A second solution was produced by combining either sodium or potassium hydroxide (Fisher) and 40% colloidal silica (HS-40, DuPont) in distilled water followed by vigorous stirring; gallium oxide (Aldrich) was next added to the second solution and sometimes heated to aid in dissolution. The two mixtures were combined at room temperature by slow addition of the gallium oxide/silica solutio... The product is ClC=1C=C(C=C(C1)C(F)(F)F)C1(CC(=NO1)C1=CC(=C(C=C1)C(=O)N1CC(N(C(C1)=O)CCC)=O)C(F)(F)F)C(F)(F)F (4-[(4-[5-[3-chloro-5-(trifluoromethyl)phenyl]-5-(trifluoromethyl)-4,5-dihydro-1,2-oxazol-3-yl]-2-(trifluoromethyl)phenyl)carbonyl]-1-propylpiperazine-2,6-dione). Procedure: Into a 25-mL round-bottom flask, was placed a solution of 4-[(4-[5-[3-chloro-5-(trifluoromethyl)phenyl]-5-(trifluoromethyl)-4,5-dihydro-1,2-oxazol-3-yl]-2-(trifluoromethyl)phenyl)carbonyl]piperazine-2,6-dione (70 mg, 0.12 mmol, 1.00 equiv) in N,N-dimethylformamide (2 mL), 1-iodopropane (32 mg, 0.19 mmol, 2.00 equiv), potassium carbonate (59 mg, 0.43 mmol, 3.00 equiv). The resulting solution was stirred for 2 h at 25° C. The reaction was then quenched by the addition of 10 mL of water. The result... Conditions: temperature 25 celsius, time 2 hour. Reactants: ClC=1C=C(C=C(C1)C(F)(F)F)C1(CC(=NO1)C1=CC(=C(C=C1)C(=O)N1CC(NC(C1)=O)=O)C(F)(F)F)C(F)(F)F (4-[(4-[5-[3-chloro-5-(trifluoromethyl)phenyl]-5-(trifluoromethyl)-4,5-dihydro-1,2-oxazol-3-yl]-2-(trifluoromethyl)phenyl)carbonyl]piperazine-2,6-dione), CC#N (CH3CN), ICCC (1-iodopropane), C([O-])([O-])=O.[K+].[K+] (potassium carbonate). Reaction SMILES: [Cl:1][C:2]1[CH:3]=[C:4]([C:12]2([C:37]([F:40])([F:39])[F:38])[O:16][N:15]=[C:14]([C:17]3[CH:22]=[CH:21][C:20]([C:23]([N:25]4[CH2:30][C:29](=[O:31])[NH:28][C:27](=[O:32])[CH2:26]4)=[O:24])=[C:19]([C:33]([F:36])([F:35])[F:34])[CH:18]=3)[CH2:13]2)[CH:5]=[C:6]([C:8]([F:11])([F:10])[F:9])[CH:7]=1.I[CH2:42][CH2:43][CH3:44].C(=O)([O-])[O-].[K+].[K+].CC#N>CN(C)C=O>[Cl:1][C:2]1[CH:3]=[C:4]([C:12]2([C:37]([F:40])([F:38])[F:39])[O:16][N:15]=[C:14]([C:17]3[CH:22]=[CH:21][C:20]([C:23]([N:25]4[CH2:26][C:27](=[O:32])[N:28]([CH2:42][CH2:43][CH3:44])[C:29](=[O:31])[CH2:30]4)=[O:24])=[C:19]([C:33]([F:36])([F:35])[F:34])[CH:18]=3)[CH2:13]2)[CH:5]=[C:6]([C:8]([F:11])([F:10])[F:9])[CH:7]=1 |f:2.3.4|. The solvent is CN(C=O)C (N,N-dimethylformamide). Reactants: CC1CCCN1C1CC(c2nc3ccc(Br)cc3s2)C1, COc1ncc(B(O)O)c(OC)n1, OB(O)c1cncnc1. Yields the product COc1ncc(-c2ccc3nc(C4CC(N5CCCC5C)C4)sc3c2)c(OC)n1. As a reaction SMILES: [Br:1][c:2]1[cH:3][c:4]2[c:5]([n:6][c:7]([CH:9]3[CH2:10][CH:11]([N:13]4[CH:14]([CH3:18])[CH2:15][CH2:16][CH2:17]4)[CH2:12]3)[s:8]2)[cH:19][cH:20]1.[CH3:21][O:22][c:23]1[n:24][c:25]([O:32][CH3:33])[c:26]([B:29]([OH:30])[OH:31])[cH:27][n:28]1.[n:34]1[cH:35][c:36]([B:37]([OH:38])[OH:39])[cH:40][n:41][cH:42]1>>[c:2]1(-[c:26]2[c:25]([O:32][CH3:33])[n:24][c:23]([O:22][CH3:21])[n:28][cH:27]2)[cH:3][c:4]2[c:5]([n:6][c:7]([CH:9]3[CH2:10][CH:11]([N:13]4[CH:14]([CH3:18])[CH2:15][CH2:16][CH2:17]4)[CH2:12]3)[s:8]2)[cH:19][cH:20]1.